From a dataset of the Open Reaction Database (ORD), a public repository of structured organic reaction records. describe an organic reaction: reactants, conditions, products, and yield The reactants are FC(C(=O)[O-])(F)F (trifluoracetate), ClC1=NNC2=CC=C(C=C12)C(CC(=O)NC)C1=CC=CC=C1 (3-(3-chloro-1H-indazol-5-yl)-N-methyl-3-phenyl-propionamide), N1C=CC2=CC=CC(=C12)C(CCNC)C1=CC=CC=C1 ([3-(1H-Indol-7-yl)-3-phenyl-propyl]-methyl-amine). Product: ClC1=NNC2=CC=C(C=C12)C(CCNC)C=1C=NC=CC1 ([3-(3-Chloro-1H-indazol-5-yl)-3-pyridin-3-yl-propyl]-methyl-amine). Reaction SMILES: FC(F)(F)C([O-])=O.[Cl:8][C:9]1[C:17]2[C:12](=[CH:13][CH:14]=[C:15]([CH:18]([C:24]3[CH:29]=[CH:28][CH:27]=C[CH:25]=3)[CH2:19][C:20]([NH:22][CH3:23])=O)[CH:16]=2)[NH:11][N:10]=1.[NH:30]1C2C(=CC=CC=2C(C2C=CC=CC=2)CCNC)C=C1>>[Cl:8][C:9]1[C:17]2[C:12](=[CH:13][CH:14]=[C:15]([CH:18]([C:24]3[CH:25]=[N:30][CH:27]=[CH:28][CH:29]=3)[CH2:19][CH2:20][NH:22][CH3:23])[CH:16]=2)[NH:11][N:10]=1. Procedure: [3-(3-Chloro-1H-indazol-5-yl)-3-pyridin-3-yl-propyl]-methyl-amine CCXXVI was prepared as a trifluoracetate from 3-(3-chloro-1H-indazol-5-yl)-N-methyl-3-phenyl-propionamide using the procedure described for preparation of [3-(1H-Indol-7-yl)-3-phenyl-propyl]-methyl-amine XX (Example 4). MS (M+H)=301. Reactants: BrC(Br)(Br)Br, CCOC(=O)C1Oc2ccccc2C=C1CO, ClCCl, c1ccc(P(c2ccccc2)c2ccccc2)cc1. Yields the product CCOC(=O)C1Oc2ccccc2C=C1CBr. Reaction SMILES: [C:18]([Br:19])([Br:20])([Br:21])[Br:22].[CH2:1]([CH3:2])[O:3][C:4](=[O:5])[CH:6]1[O:7][c:8]2[cH:9][cH:10][cH:11][cH:12][c:13]2[CH:14]=[C:15]1[CH2:16][OH:17].[CH2:42]([Cl:43])[Cl:44].[c:23]1([P:24]([c:25]2[cH:26][cH:27][cH:28][cH:29][cH:30]2)[c:31]2[cH:32][cH:33][cH:34][cH:35][cH:36]2)[cH:37][cH:38][cH:39][cH:40][cH:41]1>>[CH2:1]([CH3:2])[O:3][C:4](=[O:5])[CH:6]1[O:7][c:8]2[cH:9][cH:10][cH:11][cH:12][c:13]2[CH:14]=[C:15]1[CH2:16][Br:19]. Starting materials: C(C1=CC=CC=C1)OC1=CC(N(C=C1)C1=CC=C(C=C1)OCCN1CCCCC1)=O (4-benzyloxy-1-{4-[2-(1-piperidinyl)ethoxy]phenyl}-1H-pyridin-2-one), FC1=CC=C(CBr)C=C1 (4-fluorobenzyl bromide), FC1=NC=C(C=C1)COS(=O)(=O)C (2-fluoro-5-methanesulfonyloxymethylpyridine), C(C1=CC=CC=C1)OC1=CC(N(C=C1)C1=NC=C(C=C1)OCCN1CCCCC1)=O (4-benzyloxy-1-{5-[2-(1-piperidinyl)ethoxy]pyridin-2-yl}-1H-pyridin-2-one). The product is FC1=CC=C(COC2=CC(N(C=C2)C2=NC=C(C=C2)OCCN2CCCCC2)=O)C=C1 (4-(4-Fluorobenzyloxy)-1-{5-[2-(1-piperidinyl)-ethoxy]pyridin-2-yl}-1H-pyridin-2-one). Reaction SMILES: C(OC1C=CN(C2C=CC(OCCN3CCCCC3)=CC=2)C(=O)C=1)C1C=CC=CC=1.[F:31]C1C=CC(COS(C)(=O)=O)=CN=1.[CH2:44]([O:51][C:52]1[CH:57]=[CH:56][N:55]([C:58]2[CH:63]=[CH:62][C:61]([O:64][CH2:65][CH2:66][N:67]3[CH2:72][CH2:71][CH2:70][CH2:69][CH2:68]3)=[CH:60][N:59]=2)[C:54](=[O:73])[CH:53]=1)[C:45]1[CH:50]=[CH:49][CH:48]=[CH:47][CH:46]=1.FC1C=CC(CBr)=CC=1>>[F:31][C:48]1[CH:49]=[CH:50][C:45]([CH2:44][O:51][C:52]2[CH:57]=[CH:56][N:55]([C:58]3[CH:63]=[CH:62][C:61]([O:64][CH2:65][CH2:66][N:67]4[CH2:72][CH2:71][CH2:70][CH2:69][CH2:68]4)=[CH:60][N:59]=3)[C:54](=[O:73])[CH:53]=2)=[CH:46][CH:47]=1. Procedure: Example 25 was repeated except that 4-benzyloxy-1-{4-[2-(1-piperidinyl)ethoxy]phenyl}-1H-pyridin-2-one and 2-fluoro-5-methanesulfonyloxymethylpyridine were replaced with 4-benzyloxy-1-[5-(2-piperidin-1-ylethoxy)pyridin-2-yl]-1H-piridin-2-one (Example 20) and 4-fluorobenzyl bromide, to provide the title compound. Starting materials: C1CCOC1, CI, CC(C)(C)OC(=O)C1CCC(=S)N1. The product is CSC1=NC(C(=O)OC(C)(C)C)CC1. As a reaction SMILES: [CH2:16]1[O:17][CH2:18][CH2:19][CH2:20]1.[CH3:14][I:15].[S:1]=[C:2]1[CH2:3][CH2:4][CH:5]([C:7](=[O:8])[O:9][C:10]([CH3:11])([CH3:12])[CH3:13])[NH:6]1>>[S:1]([C:2]1=[N:6][CH:5]([C:7](=[O:8])[O:9][C:10]([CH3:11])([CH3:12])[CH3:13])[CH2:4][CH2:3]1)[CH3:14]. The reactants are ClCC=CCCl, [H-], [Na+], O=c1[nH]c2ccccc2n1CCOC1CCCCO1, CN(C)C=O, O. The product is O=c1n(CC=CCCl)c2ccccc2n1CCOC1CCCCO1. RXN SMILES: [Cl:22][CH2:23][CH:24]=[CH:25][CH2:26][Cl:27].[H-:20].[Na+:21].[O:1]1[CH:2]([O:7][CH2:8][CH2:9][n:10]2[c:11](=[O:19])[nH:12][c:13]3[c:14]2[cH:15][cH:16][cH:17][cH:18]3)[CH2:3][CH2:4][CH2:5][CH2:6]1.[O:29]=[CH:30][N:31]([CH3:32])[CH3:33].[OH2:28]>>[O:1]1[CH:2]([O:7][CH2:8][CH2:9][n:10]2[c:11](=[O:19])[n:12]([CH2:26][CH:25]=[CH:24][CH2:23][Cl:22])[c:13]3[c:14]2[cH:15][cH:16][cH:17][cH:18]3)[CH2:3][CH2:4][CH2:5][CH2:6]1. The reactants are [BH4-], ClCCl, CO, CCO, [Na+], O, O=C1C=CCC1(c1ccccc1)c1ccccc1. Product: OC1C=CCC1(c1ccccc1)c1ccccc1. As a reaction SMILES: [BH4-:19].[CH2:24]([Cl:25])[Cl:26].[CH3:22][OH:23].[CH3:27][CH2:28][OH:29].[Na+:20].[OH2:21].[c:1]1([C:7]2([c:13]3[cH:14][cH:15][cH:16][cH:17][cH:18]3)[CH2:8][CH:9]=[CH:10][C:11]2=[O:12])[cH:2][cH:3][cH:4][cH:5][cH:6]1>>[c:1]1([C:7]2([c:13]3[cH:14][cH:15][cH:16][cH:17][cH:18]3)[CH2:8][CH:9]=[CH:10][CH:11]2[OH:12])[cH:2][cH:3][cH:4][cH:5][cH:6]1.